This data is from the Open Reaction Database (ORD), a public repository of structured organic reaction records. The task is: describe an organic reaction: reactants, conditions, products, and yield The reactants are BrC1=CC=C(C(CBr)=O)C=C1 (p-bromophenacyl bromide), Example 1 ( a ), CN(C=O)C (dimethylformamide), CN(C=O)C (dimethylformamide), N1(CCCC1)C1=CCSCC1 (5,6-dihydro-4-(1-pyrrolidinyl)-2H-thiopyran). Solvent: O (water). Run at time 16 hour. The product is BrC1=CC=C(C(CC2CSCCC2=O)=O)C=C1 (3-(4-bromophenacyl)-2,3,5,6-tetrahydrothiopyran-4-one). Reaction SMILES: [Br:1][C:2]1[CH:11]=[CH:10][C:5]([C:6](=[O:9])[CH2:7]Br)=[CH:4][CH:3]=1.CN(C)[CH:14]=[O:15].N1(C2[CH2:27][CH2:26][S:25][CH2:24][CH:23]=2)CCCC1>O>[Br:1][C:2]1[CH:11]=[CH:10][C:5]([C:6](=[O:9])[CH2:7][CH:23]2[C:14](=[O:15])[CH2:27][CH2:26][S:25][CH2:24]2)=[CH:4][CH:3]=1. Procedure: A suspension of 41.7 g (0.15 moles) of p-bromophenacyl bromide and 50 ml. of dimethylformamide is added dropwise under nitrogen to a cold stirred solution of 25.4 g (0.15 mole) of 5,6-dihydro-4-(1-pyrrolidinyl)-2H-thiopyran [Example 1 (a)], and 150 ml. of anhydrous dimethylformamide. The reaction mixture is stirred at room temperature for 16 hours, diluted with water, and extracted with chloroform. The chloroform solution is dried over magnesium sulfate and concentrated. The residue is chromatog... The reactants are CC(=O)OC1OC(COC(=O)c2ccccc2)C(OC(=O)c2ccccc2)C1OC(=O)c1ccccc1, CN([SiH](C)C)[Si](C)(C)C, ClC(Cl)Cl, [Cl-], ClCCCl, Nc1nc2nccn2c(=O)[nH]1, [NH4+], [NH4+], O=S(=O)([O-])[O-]. Product: Nc1nc(=O)n2ccn(C3OC(COC(=O)c4ccccc4)C(OC(=O)c4ccccc4)C3OC(=O)c3ccccc3)c2n1. Reaction SMILES: [C:28]([O:29][CH:32]1[CH:33]([O:34][C:35]([c:36]2[cH:37][cH:38][cH:39][cH:40][cH:41]2)=[O:42])[CH:43]([O:44][C:45]([c:46]2[cH:47][cH:48][cH:49][cH:50][cH:51]2)=[O:52])[CH:53]([CH2:55][O:56][C:57]([c:58]2[cH:59][cH:60][cH:61][cH:62][cH:63]2)=[O:64])[O:54]1)(=[O:30])[CH3:31].[CH3:12][SiH:13]([CH3:14])[N:15]([CH3:16])[Si:17]([CH3:18])([CH3:19])[CH3:20].[CH:70]([Cl:71])([Cl:72])[Cl:73].[Cl-:65].[Cl:66][CH2:67][CH2:68][Cl:69].[NH2:1][c:2]1[n:3][c:4]2[n:5]([c:6](=[O:8])[nH:7]1)[cH:9][cH:10][n:11]2.[NH4+:21].[NH4+:22].[O-:23][S:24](=[O:25])(=[O:26])[O-:27]>>[NH2:1][c:2]1[n:3][c:4]2[n:5]([c:6](=[O:8])[n:7]1)[cH:9][cH:10][n:11]2[CH:32]1[CH:33]([O:34][C:35]([c:36]2[cH:37][cH:38][cH:39][cH:40][cH:41]2)=[O:42])[CH:43]([O:44][C:45]([c:46]2[cH:47][cH:48][cH:49][cH:50][cH:51]2)=[O:52])[CH:53]([CH2:55][O:56][C:57]([c:58]2[cH:59][cH:60][cH:61][cH:62][cH:63]2)=[O:64])[O:54]1. Starting materials: C(C)(C)(C)OC(=O)NC1=C(C=CC=C1)NC(C1=CC=C(C=C1)C=1C2=C(N=C(N1)SC)C=CS2)=O (N-(2-t-butoxycarbonylaminophenyl)-4-[2-(methylthio)thieno[3,2-d]pyrimidin-4-yl]benzamide), ClC1=CC(=CC=C1)C(=O)OO (meta-chloroperbenzoic acid), ClC1=CC(=CC=C1)C(=O)OO (meta-chloroperbenzoic acid), S(=O)(=O)([O-])S(=O)[O-].[Na+].[Na+] (sodium metabisulfite), C(C)(=O)OCC (ethyl acetate). Run in CN(C)C=O (DMF). Run at time 2 hour. Product: C(C)(C)(C)OC(=O)NC1=C(C=CC=C1)NC(C1=CC=C(C=C1)C=1C2=C(N=C(N1)S(=O)(=O)C)C=CS2)=O (N-(2-t-butoxycarbonylaminophenyl)-4-[2-(methylsulfonyl)thieno[3,2-d]pyrimidin-4-yl]benzamide). The yield is 57.0%. RXN SMILES: [C:1]([O:5][C:6]([NH:8][C:9]1[CH:14]=[CH:13][CH:12]=[CH:11][C:10]=1[NH:15][C:16](=[O:34])[C:17]1[CH:22]=[CH:21][C:20]([C:23]2[C:24]3[S:33][CH:32]=[CH:31][C:25]=3[N:26]=[C:27](SC)[N:28]=2)=[CH:19][CH:18]=1)=[O:7])([CH3:4])([CH3:3])[CH3:2].Cl[C:36]1C=CC=C(C(OO)=O)C=1.[S:46](S([O-])=O)([O-:49])(=O)=[O:47].[Na+].[Na+].C(OCC)(=O)C>CN(C=O)C>[C:1]([O:5][C:6]([NH:8][C:9]1[CH:14]=[CH:13][CH:12]=[CH:11][C:10]=1[NH:15][C:16](=[O:34])[C:17]1[CH:22]=[CH:21][C:20]([C:23]2[C:24]3[S:33][CH:32]=[CH:31][C:25]=3[N:26]=[C:27]([S:46]([CH3:36])(=[O:49])=[O:47])[N:28]=2)=[CH:19][CH:18]=1)=[O:7])([CH3:2])([CH3:3])[CH3:4] |f:2.3.4|. Procedure details: To a cooled (0° C.) solution of N-(2-t-butoxycarbonylaminophenyl)-4-[2-(methylthio)thieno[3,2-d]pyrimidin-4-yl]benzamide (Method 55, 960 mg, 1.95 mg) in DMF (40 ml), was added meta-chloroperbenzoic acid (57%, 630 mg, 2.08 mmol) and the reaction mixture stirred, allowing warming to ambient temperature. After 3 hours a further portion of meta-chloroperbenzoic acid (70%, 589 mg, 2.40 mmol) was added and stirring continued for 2 hours. The reaction mixture was then carefully poured into aqueous sodi...